Dataset: the Open Reaction Database (ORD), a public repository of structured organic reaction records. Task: describe an organic reaction: reactants, conditions, products, and yield Reaction SMILES: [Cl:31][CH2:32][Cl:33].[OH:1][CH:2]1[CH2:3][CH2:4][CH:5]([NH:8][c:9]2[c:10]([C:11](=[O:12])[NH2:13])[cH:14][cH:15][c:16](-[n:18]3[cH:19][c:20]([CH3:30])[c:21]4[c:26]3[CH2:25][C:24]([CH3:27])([CH3:28])[CH2:23][C:22]4=[O:29])[cH:17]2)[CH2:6][CH2:7]1>>[O:1]=[C:2]1[CH2:3][CH2:4][CH:5]([NH:8][c:9]2[c:10]([C:11](=[O:12])[NH2:13])[cH:14][cH:15][c:16](-[n:18]3[cH:19][c:20]([CH3:30])[c:21]4[c:26]3[CH2:25][C:24]([CH3:27])([CH3:28])[CH2:23][C:22]4=[O:29])[cH:17]2)[CH2:6][CH2:7]1. The product is Cc1cn(-c2ccc(C(N)=O)c(NC3CCC(=O)CC3)c2)c2c1C(=O)CC(C)(C)C2. The reactants are ClCCl, Cc1cn(-c2ccc(C(N)=O)c(NC3CCC(O)CC3)c2)c2c1C(=O)CC(C)(C)C2.